From a dataset of the Open Reaction Database (ORD), a public repository of structured organic reaction records. describe an organic reaction: reactants, conditions, products, and yield The reactants are CC(C)(C)[Si](C)(C)Cl, OCCCO, Cl, CN(C)C=O, c1c[nH]cn1. The product is CC(C)(C)[Si](C)(C)OCCCO. As a reaction SMILES: [C:6]([CH3:7])([CH3:8])([CH3:9])[Si:10]([Cl:11])([CH3:12])[CH3:13].[CH2:1]([CH2:2][CH2:3][OH:4])[OH:5].[ClH:19].[O:20]=[CH:21][N:22]([CH3:23])[CH3:24].[nH:14]1[cH:15][cH:16][n:17][cH:18]1>>[CH2:1]([CH2:2][CH2:3][O:4][Si:10]([C:6]([CH3:7])([CH3:8])[CH3:9])([CH3:12])[CH3:13])[OH:5]. Starting materials: [H-].[Na+] (sodium hydride), O (water), ClC1=CC=C(C=C1)C1=NCC=2N(C3=C1C=C(S3)CC)C(=NN2)C (4-(4-chlorophenyl)-2-ethyl-9-methyl-6H-thieno[3,2-f][1,2,4]triazolo[4,3-a][1,4]diazepine), BrCC(=O)OCC (ethyl bromoacetate). The solvent is C(OCC)(OCC)=O (diethyl carbonate), C(C)(=O)OCC (ethyl acetate). Reaction conditions: time 8 hour. Yields the product ClC1=CC=C(C=C1)C1=NC(C=2N(C3=C1C=C(S3)CC)C(=NN2)C)CC(=O)O ((4-(4-chlorophenyl)-2-ethyl-9-methyl-6H-thieno[3,2-f][1,2,4]triazolo[4,3-a][1,4]diazepin-6-yl)acetic acid). Reaction SMILES: [Cl:1][C:2]1[CH:7]=[CH:6][C:5]([C:8]2[C:14]3[CH:15]=[C:16]([CH2:18][CH3:19])[S:17][C:13]=3[N:12]3[C:20]([CH3:23])=[N:21][N:22]=[C:11]3[CH2:10][N:9]=2)=[CH:4][CH:3]=1.[H-].[Na+].Br[CH2:27][C:28]([O:30]CC)=[O:29].O>C(=O)(OCC)OCC.C(OCC)(=O)C>[Cl:1][C:2]1[CH:3]=[CH:4][C:5]([C:8]2[C:14]3[CH:15]=[C:16]([CH2:18][CH3:19])[S:17][C:13]=3[N:12]3[C:20]([CH3:23])=[N:21][N:22]=[C:11]3[CH:10]([CH2:27][C:28]([OH:30])=[O:29])[N:9]=2)=[CH:6][CH:7]=1 |f:1.2|. Procedure details: In a nitrogen atmosphere, 4-(4-chlorophenyl)-2-ethyl-9-methyl-6H-thieno[3,2-f][1,2,4]triazolo[4,3-a][1,4]diazepine (1 g) was dissolved in diethyl carbonate (35 ml) and 60% sodium hydride was added thereto at room temperature with stirring. After refluxing under heating for 2 hours, the reaction mixture was cooled to room temperature and ethyl bromoacetate (0.32 ml) was added thereto. After stirring at room temperature for 3 hours, the reaction mixture was poured into cold water and extraceted wi...